From a dataset of the Open Reaction Database (ORD), a public repository of structured organic reaction records. describe an organic reaction: reactants, conditions, products, and yield Reactants: C(C)(C)(C)OC(=O)N1C(OC[C@H]1CCC1=CC=C(C=C1)F)(C)C ((R)-4-[2-(4-fluoro-phenyl)-ethyl]-2,2-dimethyl-oxazolidine-3-carboxylic acid tert-butyl ester), Cl (HCl). Run in O1CCOCC1 (dioxane), O1CCOCC1 (dioxane). Run at time 16 hour. Product: N[C@@H](CO)CCC1=CC=C(C=C1)F ((R)-2-amino-4-(4-fluoro-phenyl)-butan-1-ol). Yield: 72.5%. Reaction SMILES: C(OC([N:8]1[C@H:12]([CH2:13][CH2:14][C:15]2[CH:20]=[CH:19][C:18]([F:21])=[CH:17][CH:16]=2)[CH2:11][O:10]C1(C)C)=O)(C)(C)C.Cl>O1CCOCC1>[NH2:8][C@H:12]([CH2:13][CH2:14][C:15]1[CH:16]=[CH:17][C:18]([F:21])=[CH:19][CH:20]=1)[CH2:11][OH:10]. Procedure: To a stirred solution of (R)-4-[2-(4-fluoro-phenyl)-ethyl]-2,2-dimethyl-oxazolidine-3-carboxylic acid tert-butyl ester (190 mg) at r.t. in dioxane (3.5 ml) under an argon atmosphere was added 4 M HCl solution in dioxane (1.47 ml). The mixture was stirred for 16 h. The mixture was concentrated. The crude product was purified by column chromatography (SiO2; gradient: CH2Cl2->CH2Cl2/MeOH 9:1) to give (R)-2-amino-4-(4-fluoro-phenyl)-butan-1-ol (78 mg) as off-white solid. MS (ISP): 184.1 ([M+H]+)) Reactants: C1(=CC=CC=C1)N1C(CC12CCNCC2)=O (1-phenyl-1,7-diaza-spiro[3.5]nonan-2 -one), C(\C=C\C(=O)O)(=O)O (fumaric acid). The solvent is C(C)OCC (diethyl ether). The product is C(\C=C\C(=O)O)(=O)O.C12CCCCCCC2C(C1)N1CCC2(CC(N2C2=CC=CC=C2)=O)CC1 ((1RS,8RS,9SR)-7-Bicyclo[6.2.0]dec-9-yl-1-phenyl-1,7-diaza-spiro[3.5]nonan-2-one fumarate). RXN SMILES: [C:1]1([N:7]2[C:10]3([CH2:15][CH2:14][NH:13][CH2:12][CH2:11]3)[CH2:9][C:8]2=[O:16])[CH:6]=[CH:5][CH:4]=[CH:3][CH:2]=1.[C:17]([OH:24])(=[O:23])/[CH:18]=[CH:19]/[C:20]([OH:22])=[O:21]>C(OCC)C>[C:17]([OH:24])(=[O:23])/[CH:18]=[CH:19]/[C:20]([OH:22])=[O:21].[CH:17]12[CH2:4][CH:3]([N:13]3[CH2:12][CH2:11][C:10]4([N:7]([C:1]5[CH:2]=[CH:3][CH:4]=[CH:5][CH:6]=5)[C:8](=[O:16])[CH2:9]4)[CH2:15][CH2:14]3)[CH:2]1[CH2:1][CH2:6][CH2:5][CH2:20][CH2:19][CH2:18]2 |f:3.4|. Procedure details: Reaction of (1RS,8RS)-bicyclo[6.2.0]dec-9-one and 1-phenyl-1,7-diaza-spiro[3.5]nonan-2 -one in accordance with the general method of example 1 and treatment of the base with fumaric acid in diethyl ether yielded the title compound, white solid, m.p. 203° C. and MS: m/e=353.4 (M+H+). Starting materials: [H-].[Na+] (NaH), ClC=1C=CC2=C(N=CC3=C(N2Cl)C=CC=C3)C1 (8,5-dichloro-5H-dibenzo[b,e][1,4]diazepine), N1CCNCC1 (piperazine), Cl (HCl), CI (MeI). The solvent is C1(=CC=CC=C1)C (toluene), CN(C)C=O (DMF), CCOC(=O)C (EtOAc). Conditions: time 1 hour. Yields the product ClC=1C=CC2=C(N=CC3=C(N2C)C=CC=C3N3CCNCC3)C1 (8-Chloro-5-methyl-1-(piperazin-1-yl)-5H-dibenzo[b,e][1,4]diazepine). Isolated yield 54.8%. RXN SMILES: [H-].[Na+].[Cl:3][C:4]1[CH:5]=[CH:6][C:7]2[N:13](Cl)[C:12]3[CH:15]=[CH:16][CH:17]=[CH:18][C:11]=3[CH:10]=[N:9][C:8]=2[CH:19]=1.[CH3:20]I.[NH:22]1[CH2:27][CH2:26][NH:25][CH2:24][CH2:23]1.Cl>C1(C)C=CC=CC=1.CN(C=O)C.CCOC(C)=O>[Cl:3][C:4]1[CH:5]=[CH:6][C:7]2[N:13]([CH3:20])[C:12]3[CH:15]=[CH:16][CH:17]=[C:18]([N:22]4[CH2:27][CH2:26][NH:25][CH2:24][CH2:23]4)[C:11]=3[CH:10]=[N:9][C:8]=2[CH:19]=1 |f:0.1|. Reported procedure: NaH (12 mg, 0.29 mmol, 60% in mineral oil) was added to a mixture of 8,5-dichloro-5H-dibenzo[b,e][1,4]diazepine (160FE64) (50 mg, 0.19 mmol) in toluene (1.5 mL) and DMF (0.5 mL). MeI (24 μL, 0.38 mmol) was then added. The resulting mixture was stirred for 1 h then quenched by addition of saturated aqueous NaHCO3-solution (2 mL). The mixture was extracted with diethyl ether, and the combined organic phases were dried (Na2SO4) and concentrated. The residue was taken up in toluene (2.0 mL), piperaz... Starting materials: CC(C)(C)c1cc(Cc2cc(C(C)(C)C)cc(C(C)(C)C)c2O)c(O)c(C(C)(C)C)c1, CN1CCCC1=O, Cc1ccccc1, ClP(Cl)Cl. Product: CC(C)(C)c1cc2c(c(C(C)(C)C)c1)OP(Cl)Oc1c(cc(C(C)(C)C)cc1C(C)(C)C)C2. RXN SMILES: [CH2:1]([c:2]1[c:3]([OH:16])[c:4]([C:12]([CH3:13])([CH3:14])[CH3:15])[cH:5][c:6]([C:8]([CH3:9])([CH3:10])[CH3:11])[cH:7]1)[c:17]1[c:18]([OH:31])[c:19]([C:27]([CH3:28])([CH3:29])[CH3:30])[cH:20][c:21]([C:23]([CH3:24])([CH3:25])[CH3:26])[cH:22]1.[CH3:32][N:33]1[CH2:34][CH2:35][CH2:36][C:37]1=[O:38].[CH3:43][c:44]1[cH:45][cH:46][cH:47][cH:48][cH:49]1.[Cl:39][P:40]([Cl:41])[Cl:42]>>[CH2:1]1[c:2]2[c:3]([c:4]([C:12]([CH3:13])([CH3:14])[CH3:15])[cH:5][c:6]([C:8]([CH3:9])([CH3:10])[CH3:11])[cH:7]2)[O:16][P:40]([Cl:39])[O:31][c:18]2[c:17]1[cH:22][c:21]([C:23]([CH3:24])([CH3:25])[CH3:26])[cH:20][c:19]2[C:27]([CH3:28])([CH3:29])[CH3:30]. Starting materials: CO, Cc1ccc(Nc2ncc(-c3ccc(OC(F)F)cc3)cn2)cc1NC(=O)N1CCN(Cc2ccccc2)C2(CC2)C1, [H][H]. Product: Cc1ccc(Nc2ncc(-c3ccc(OC(F)F)cc3)cn2)cc1NC(=O)N1CCNC2(CC2)C1. RXN SMILES: [CH3:45][OH:46].[F:1][CH:2]([O:3][c:4]1[cH:5][cH:6][c:7](-[c:10]2[cH:11][n:12][c:13]([NH:16][c:17]3[cH:18][cH:19][c:20]([CH3:41])[c:21]([NH:23][C:24](=[O:25])[N:26]4[CH2:27][CH2:28][N:29]([CH2:34][c:35]5[cH:36][cH:37][cH:38][cH:39][cH:40]5)[C:30]5([CH2:31][CH2:32]5)[CH2:33]4)[cH:22]3)[n:14][cH:15]2)[cH:8][cH:9]1)[F:42].[H:43][H:44]>>[F:1][CH:2]([O:3][c:4]1[cH:5][cH:6][c:7](-[c:10]2[cH:11][n:12][c:13]([NH:16][c:17]3[cH:18][cH:19][c:20]([CH3:41])[c:21]([NH:23][C:24](=[O:25])[N:26]4[CH2:27][CH2:28][NH:29][C:30]5([CH2:31][CH2:32]5)[CH2:33]4)[cH:22]3)[n:14][cH:15]2)[cH:8][cH:9]1)[F:42]. The reactants are C(Cl)Cl (CH2Cl2), BrC1=CC=2N(C=C1)C(=CN2)C(=O)NC2=C(C=CC(=C2)C(NCC2=C(C=CC=C2)N2CCN(CC2)C)=O)C (7-bromo-N-(2-methyl-5-(2-(4-methylpiperazin-1-yl)benzylcarbamoyl)phenyl)imidazo[1,2-a]pyridine-3-carboxamide), CN1N=CC=C1B1OC(C(O1)(C)C)(C)C (1-methyl-5-(4,4,5,5-tetramethyl-1,3,2-dioxaborolan-2-yl)-1H-pyrazole), C([O-])([O-])=O.[Cs+].[Cs+] (cesium carbonate). Reagents/catalysts: C1=CC=C(C=C1)P([C-]2C=CC=C2)C3=CC=CC=C3.C1=CC=C(C=C1)P([C-]2C=CC=C2)C3=CC=CC=C3.Cl[Pd]Cl.[Fe+2] (PdCl2(dppf)), [Pd] (Pd). Run in CN(C)C=O (DMF), N (NH3), CO (MeOH). Yields the product CN1N=CC=C1C1=CC=2N(C=C1)C(=CN2)C(=O)NC2=C(C=CC(=C2)C(NCC2=C(C=CC=C2)N2CCN(CC2)C)=O)C (7-(1-Methyl-1H-pyrazol-5-yl)-N-(2-methyl-5-(2-(4-methylpiperazin-1-yl)benzylcarbamoyl)phenyl)imidazo[1,2-a]pyridine-3-carboxamide). RXN SMILES: Br[C:2]1[CH:7]=[CH:6][N:5]2[C:8]([C:11]([NH:13][C:14]3[CH:19]=[C:18]([C:20](=[O:36])[NH:21][CH2:22][C:23]4[CH:28]=[CH:27][CH:26]=[CH:25][C:24]=4[N:29]4[CH2:34][CH2:33][N:32]([CH3:35])[CH2:31][CH2:30]4)[CH:17]=[CH:16][C:15]=3[CH3:37])=[O:12])=[CH:9][N:10]=[C:4]2[CH:3]=1.[CH3:38][N:39]1[C:43](B2OC(C)(C)C(C)(C)O2)=[CH:42][CH:41]=[N:40]1.C(=O)([O-])[O-].[Cs+].[Cs+].C(Cl)Cl>CN(C=O)C.N.CO.C1C=CC(P(C2C=CC=CC=2)[C-]2C=CC=C2)=CC=1.C1C=CC(P(C2C=CC=CC=2)[C-]2C=CC=C2)=CC=1.Cl[Pd]Cl.[Fe+2].[Pd]>[CH3:38][N:39]1[C:43]([C:2]2[CH:7]=[CH:6][N:5]3[C:8]([C:11]([NH:13][C:14]4[CH:19]=[C:18]([C:20](=[O:36])[NH:21][CH2:22][C:23]5[CH:28]=[CH:27][CH:26]=[CH:25][C:24]=5[N:29]5[CH2:34][CH2:33][N:32]([CH3:35])[CH2:31][CH2:30]5)[CH:17]=[CH:16][C:15]=4[CH3:37])=[O:12])=[CH:9][N:10]=[C:4]3[CH:3]=2)=[CH:42][CH:41]=[N:40]1 |f:2.3.4,9.10.11.12|. Procedure: Under nitrogen, a mixture comprising 7-bromo-N-(2-methyl-5-(2-(4-methylpiperazin-1-yl)benzylcarbamoyl)phenyl)imidazo[1,2-a]pyridine-3-carboxamide (step 1) (77.8 mg, 0.125 mmol), 1-methyl-5-(4,4,5,5-tetramethyl-1,3,2-dioxaborolan-2-yl)-1H-pyrazole (51.9 mg, 0.249 mmol) and cesium carbonate (40.6 mg, 0.125 mmol) in DMF (1 ml) was treated with PdCl2(dppf).CH2Cl2 adduct (50.9 mg, 0.062 mmol) and heated at 110° C. for 1 hr. The solvent was removed in vacuo and purification by chromatography on silica... Reactants: BrC=1C=C2C(=NNC2=C(C1)C(=O)N)C1CCN(CC1)S(=O)(=O)CCCN1CCCC1 (5-bromo-3-(1-{[3-(1-pyrrolidinyl)propyl]sulfonyl}-4-piperidinyl)-1H-indazole-7-carboxamide), BrC=1C=C2C(=NNC2=C(C1)C(=O)N)C1CCN(CC1)S(=O)(=O)CCCN1CCCC1 (5-bromo-3-(1-{[3-(1-pyrrolidinyl)propyl]sulfonyl}-4-piperidinyl)-1H-indazole-7-carboxamide), CS(=O)(=O)NC1=CC=C(C=C1)B(O)O ({4-[(methylsulfonyl)amino]phenyl}boronic acid), C([O-])([O-])=O.[K+].[K+] (potassium carbonate). The reagents and catalysts are C=1C=CC(=CC1)[P](C=2C=CC=CC2)(C=3C=CC=CC3)[Pd]([P](C=4C=CC=CC4)(C=5C=CC=CC5)C=6C=CC=CC6)([P](C=7C=CC=CC7)(C=8C=CC=CC8)C=9C=CC=CC9)[P](C=1C=CC=CC1)(C=1C=CC=CC1)C=1C=CC=CC1 (Pd(PPh3)4). Solvent: O1CCOCC1.O (dioxane water). Yields the product CS(=O)(=O)NC1=CC=C(C=C1)C=1C=C2C(=NNC2=C(C1)C(=O)N)C1CCN(CC1)S(=O)(=O)CCCN1CCCC1 (5-{4-[(methylsulfonyl)amino]phenyl}-3-(1-{[3-(1-pyrrolidinyl)propyl]sulfonyl}-4-piperidinyl)-1H-indazole-7-carboxamide). The yield is 53.1%. As a reaction SMILES: Br[C:2]1[CH:3]=[C:4]2[C:8](=[C:9]([C:11]([NH2:13])=[O:12])[CH:10]=1)[NH:7][N:6]=[C:5]2[CH:14]1[CH2:19][CH2:18][N:17]([S:20]([CH2:23][CH2:24][CH2:25][N:26]2[CH2:30][CH2:29][CH2:28][CH2:27]2)(=[O:22])=[O:21])[CH2:16][CH2:15]1.[CH3:31][S:32]([NH:35][C:36]1[CH:41]=[CH:40][C:39](B(O)O)=[CH:38][CH:37]=1)(=[O:34])=[O:33].C(=O)([O-])[O-].[K+].[K+]>O1CCOCC1.O.C1C=CC([P]([Pd]([P](C2C=CC=CC=2)(C2C=CC=CC=2)C2C=CC=CC=2)([P](C2C=CC=CC=2)(C2C=CC=CC=2)C2C=CC=CC=2)[P](C2C=CC=CC=2)(C2C=CC=CC=2)C2C=CC=CC=2)(C2C=CC=CC=2)C2C=CC=CC=2)=CC=1>[CH3:31][S:32]([NH:35][C:36]1[CH:37]=[CH:38][C:39]([C:2]2[CH:3]=[C:4]3[C:8](=[C:9]([C:11]([NH2:13])=[O:12])[CH:10]=2)[NH:7][N:6]=[C:5]3[CH:14]2[CH2:19][CH2:18][N:17]([S:20]([CH2:23][CH2:24][CH2:25][N:26]3[CH2:27][CH2:28][CH2:29][CH2:30]3)(=[O:22])=[O:21])[CH2:16][CH2:15]2)=[CH:40][CH:41]=1)(=[O:34])=[O:33] |f:2.3.4,5.6,^1:61,63,82,101|. Reported procedure: Following the general procedure of Example 66, a mixture of 5-bromo-3-(1-{[3-(1-pyrrolidinyl)propyl]sulfonyl}-4-piperidinyl)-1H-indazole-7-carboxamide (Intermediate 27) (24 mg, 0.048 mmols), {4-[(methylsulfonyl)amino]phenyl}boronic acid (31 mg, 0.144 mmols), potassium carbonate (40 mg), and Pd(PPh3)4 (3 mg) in dioxane/water (3/1, 4 mL) was reacted. The reaction mixture was concentrated, redissolved in methylene chloride and filtered. The filtrate was concentrated and the residue was purified by ... The reactants are C1CCC2CCCCC2C1, CO, Cc1cccc(C2CC2)c1O, Cl, [K+], [OH-], Oc1cc(Cl)nnc1Cl. The product is Cc1cccc(C2CC2)c1Oc1nnc(Cl)cc1O. As a reaction SMILES: [CH2:21]1[CH2:22][CH:23]2[CH:24]([CH2:25][CH2:26][CH2:27][CH2:28]2)[CH2:29][CH2:30]1.[CH3:34][OH:35].[CH:10]1([c:13]2[c:14]([OH:20])[c:15]([CH3:19])[cH:16][cH:17][cH:18]2)[CH2:11][CH2:12]1.[ClH:33].[K+:32].[OH-:31].[OH:1][c:2]1[c:3]([Cl:9])[n:4][n:5][c:6]([Cl:8])[cH:7]1>>[OH:1][c:2]1[c:3]([O:20][c:14]2[c:13]([CH:10]3[CH2:11][CH2:12]3)[cH:18][cH:17][cH:16][c:15]2[CH3:19])[n:4][n:5][c:6]([Cl:8])[cH:7]1. The reactants are CC(C)(C)[Si](C)(C)Oc1ccc(CCBr)cc1, CC1(C)OCc2cc(C(O)CN)ccc2O1, O=P([O-])([O-])[O-], CN(C)C=O. Product: CC1(C)OCc2cc(C(O)CNCCc3ccc(O[Si](C)(C)C(C)(C)C)cc3)ccc2O1. Reaction SMILES: [Br:1][CH2:2][CH2:3][c:4]1[cH:5][cH:6][c:7]([O:8][Si:9]([CH3:10])([CH3:11])[C:12]([CH3:13])([CH3:14])[CH3:15])[cH:16][cH:17]1.[NH2:18][CH2:19][CH:20]([OH:21])[c:22]1[cH:23][c:24]2[c:25]([cH:32][cH:33]1)[O:26][C:27]([CH3:30])([CH3:31])[O:28][CH2:29]2.[O-:34][P:35](=[O:36])([O-:37])[O-:38].[O:39]=[CH:40][N:41]([CH3:42])[CH3:43]>>[CH2:2]([CH2:3][c:4]1[cH:5][cH:6][c:7]([O:8][Si:9]([CH3:10])([CH3:11])[C:12]([CH3:13])([CH3:14])[CH3:15])[cH:16][cH:17]1)[NH:18][CH2:19][CH:20]([OH:21])[c:22]1[cH:23][c:24]2[c:25]([cH:32][cH:33]1)[O:26][C:27]([CH3:30])([CH3:31])[O:28][CH2:29]2. The reactants are C(C)OC=1C(C(C1NC1=C(C=CC=C1)O)=O)=O (3-ethoxy-4-(2-hydroxyanilino)-cyclobut-3-ene-1,2-dione), C(C)C1=C(N)C=CC=C1 (2-ethylaniline). The solvent is CS(=O)C (DMSO). Reaction conditions: temperature 110 celsius, time 8 hour. Yields the product C(C)C1=C(NC=2C(C(C2NC2=C(C=CC=C2)O)=O)=O)C=CC=C1 (3-(2-ethylanilino)-4-(2-hydroxyanilino)-cyclobut-3-ene-1,2-dione). Reaction SMILES: C(O[C:4]1[C:5](=[O:17])[C:6](=[O:16])[C:7]=1[NH:8][C:9]1[CH:14]=[CH:13][CH:12]=[CH:11][C:10]=1[OH:15])C.[CH2:18]([C:20]1[CH:26]=[CH:25][CH:24]=[CH:23][C:21]=1[NH2:22])[CH3:19]>CS(C)=O>[CH2:18]([C:20]1[CH:26]=[CH:25][CH:24]=[CH:23][C:21]=1[NH:22][C:4]1[C:5](=[O:17])[C:6](=[O:16])[C:7]=1[NH:8][C:9]1[CH:14]=[CH:13][CH:12]=[CH:11][C:10]=1[OH:15])[CH3:19]. Reported procedure: To a solution of 3-ethoxy-4-(2-hydroxyanilino)-cyclobut-3-ene-1,2-dione (50 mg, 0.21 mmol) in DMSO (1.5 mL) was added 2-ethylaniline (0.024 mL, 0.21 mmol) and reaction was stirred at 110° C. overnight. Reaction was purified on HPLC (acetonitrile:water) and product was concentrated down. Solid was dried in vacuo. LC-MS (m/z) 309 (M+).